Task: describe an organic reaction: reactants, conditions, products, and yield. Dataset: the Open Reaction Database (ORD), a public repository of structured organic reaction records Reactants: NC1=CC=C(C(=N1)C(=O)OC)Br (methyl 6-amino-3-bromopicolinate), C[Sn](C)(C)C (tetramethylstannane), [Li+].[Cl-] (LiCl), C[Sn](C)(C)C (tetramethylstannane), [Li+].[Cl-] (LiCl). Reagents/catalysts: C=1C=CC(=CC1)[P](C=2C=CC=CC2)(C=3C=CC=CC3)[Pd]([P](C=4C=CC=CC4)(C=5C=CC=CC5)C=6C=CC=CC6)([P](C=7C=CC=CC7)(C=8C=CC=CC8)C=9C=CC=CC9)[P](C=1C=CC=CC1)(C=1C=CC=CC1)C=1C=CC=CC1 (Pd(PPh3)4), C=1C=CC(=CC1)[P](C=2C=CC=CC2)(C=3C=CC=CC3)[Pd]([P](C=4C=CC=CC4)(C=5C=CC=CC5)C=6C=CC=CC6)([P](C=7C=CC=CC7)(C=8C=CC=CC8)C=9C=CC=CC9)[P](C=1C=CC=CC1)(C=1C=CC=CC1)C=1C=CC=CC1 (Pd(PPh3)4). The solvent is CN(C)C=O (DMF). Conditions: temperature 110 celsius, time 6 hour. The product is NC1=CC=C(C(=N1)C(=O)O)C (6-amino-3-methylpicolinic acid). RXN SMILES: [NH2:1][C:2]1[N:7]=[C:6]([C:8]([O:10]C)=[O:9])[C:5](Br)=[CH:4][CH:3]=1.[CH3:13][Sn](C)(C)C.[Li+].[Cl-]>CN(C=O)C.C1C=CC([P]([Pd]([P](C2C=CC=CC=2)(C2C=CC=CC=2)C2C=CC=CC=2)([P](C2C=CC=CC=2)(C2C=CC=CC=2)C2C=CC=CC=2)[P](C2C=CC=CC=2)(C2C=CC=CC=2)C2C=CC=CC=2)(C2C=CC=CC=2)C2C=CC=CC=2)=CC=1>[NH2:1][C:2]1[N:7]=[C:6]([C:8]([OH:10])=[O:9])[C:5]([CH3:13])=[CH:4][CH:3]=1 |f:2.3,^1:28,30,49,68|. Procedure details: To methyl 6-amino-3-bromopicolinate (500 mg, 2.2 mmol), tetramethylstannane (900 μL, 6.5 mmol) and LiCl (354 mg, 8.7 mmol) in DMF (6 mL) was added Pd(PPh3)4 (76 mg, 10 mol %). The reaction mixture was heated at 110° C. for 3 h. Additional tetramethylstannane, LiCl and Pd(PPh3)4 were added and heating continued for 6 h. Purification via silica gel chromatography (0-20% MeOH in DCM) gave the title compound. The reactants are C(C1=CC=CC=C1)N(C1C=2N(CCN(C1)C)C(C(=C(N2)C(=O)OC)O)=O)C (Methyl 10-[benzyl(methyl)amino]-3-hydroxy-8-methyl-4-oxo-4,6,7,8,9,10-hexahydropyrimido[1,2-d][1,4]diazepine-2-carboxylate), Cl (HCl). Reagents/catalysts: [Pd] (Pd/C). Solvent: CO (MeOH). Product: OC1=C(N=C2N(CCN(CC2NC)C)C1=O)C(=O)OC (methyl 3-hydroxy-8-methyl-10-(methylamino)-4-oxo-4,6,7,8,9,10-hexahydropyrimido[1,2-d][1,4]diazepine-2-carboxylate). As a reaction SMILES: [CH2:1]([N:8](C)[CH:9]1[CH2:15][N:14]([CH3:16])[CH2:13][CH2:12][N:11]2[C:17](=[O:26])[C:18]([OH:25])=[C:19]([C:21]([O:23][CH3:24])=[O:22])[N:20]=[C:10]12)C1C=CC=CC=1.Cl>CO.[Pd]>[OH:25][C:18]1[C:17](=[O:26])[N:11]2[CH2:12][CH2:13][N:14]([CH3:16])[CH2:15][CH:9]([NH:8][CH3:1])[C:10]2=[N:20][C:19]=1[C:21]([O:23][CH3:24])=[O:22]. Reported procedure: Compound of Step 1 was dissolved in MeOH and 6 N HCl (2.5 eq.) and stirred overnight under an H2 atmosphere in the presence of 10% Pd/C. The catalyst was then filtered off through celite, and the filtrate was concentrated under reduced pressure and triturated with diethyl ether to yield methyl 3-hydroxy-8-methyl-10-(methylamino)-4-oxo-4,6,7,8,9,10-hexahydropyrimido[1,2-d][1,4]diazepine-2-carboxylate as a yellow solid. MS (ES) C12H18N4O4 requires 282. Found: 283 (M+H+). The crude product was take...